From a dataset of the Open Reaction Database (ORD), a public repository of structured organic reaction records. describe an organic reaction: reactants, conditions, products, and yield The reactants are FC(C(=O)NCCCCN1C(C2=CN=C3C=CC=C(C1)N32)=O)(F)F (4,5-dihydro-4-(4-trifluoroacetamidobutan-1-yl)-3H-1,4,8b-triazaacenaphthylen-3-one), Cl (hydrochloric acid). The solvent is C(C)O (ethanol). Yields the product Cl.FC(C(=O)NCCCCN1C(C2=CN=C3C=CC=C(C1)N32)=O)(F)F (4,5-dihydro-4-(4-trifluoroacetamidobutan-1-yl)-3H-1,4,8b-triazaacenaphthylen-3-one-hydrochloride). The yield is 44.8%. As a reaction SMILES: [F:1][C:2]([F:24])([F:23])[C:3]([NH:5][CH2:6][CH2:7][CH2:8][CH2:9][N:10]1[CH2:20][C:19]2[N:21]3[C:12](=[CH:13][N:14]=[C:15]3[CH:16]=[CH:17][CH:18]=2)[C:11]1=[O:22])=[O:4].[ClH:25]>C(O)C>[ClH:25].[F:23][C:2]([F:1])([F:24])[C:3]([NH:5][CH2:6][CH2:7][CH2:8][CH2:9][N:10]1[CH2:20][C:19]2[N:21]3[C:12](=[CH:13][N:14]=[C:15]3[CH:16]=[CH:17][CH:18]=2)[C:11]1=[O:22])=[O:4] |f:3.4|. Procedure: To a solution of 1.13 g (3.32 mmol) of 4,5-dihydro-4-(4-trifluoroacetamidobutan-1-yl)-3H-1,4,8b-triazaacenaphthylen-3-one in 20 ml of ethanol was added 0.42 ml (4.98 mmol) of 12N hydrochloric acid. The mixture was concentrated under reduced pressure. The resulting crystals was collected by filtration, which was washed with a small volume of ethanol and ether to afford 560 mg of the desired compound (44.8%, a white crystals. The reactants are C(C1=CC=CC=C1)OC1=C(C=CC=C1)Br (2-benzyloxybromobenzene), C(C)(C)(C)[Li] (tert-butyllithium), C(C1=CC=CC=C1)(=O)OCCN1N=C(C(=C1C(C)C)C=O)OCC1=CC=CC=C1 (1-(2-benzoyloxyethyl)-3-benzyloxy-4-formyl-5-isopropyl-1H-pyrazole), [Cl-].[NH4+] (ammonium chloride). The solvent is O1CCCC1 (tetrahydrofuran), O1CCCC1 (tetrahydrofuran). Conditions: time 5 minute. Yields the product C(C1=CC=CC=C1)OC1=NN(C(=C1C(O)C1=C(C=CC=C1)OCC1=CC=CC=C1)C(C)C)CCO (2-{3-benzyloxy-4-[(2-benzyloxyphenyl)hydroxymethyl]-5-isopropylpyrazol-1-yl}ethanol). The yield is 60.0%. As a reaction SMILES: [CH2:1]([O:8][C:9]1[CH:14]=[CH:13][CH:12]=[CH:11][C:10]=1Br)[C:2]1[CH:7]=[CH:6][CH:5]=[CH:4][CH:3]=1.C([Li])(C)(C)C.C([O:29][CH2:30][CH2:31][N:32]1[C:36]([CH:37]([CH3:39])[CH3:38])=[C:35]([CH:40]=[O:41])[C:34]([O:42][CH2:43][C:44]2[CH:49]=[CH:48][CH:47]=[CH:46][CH:45]=2)=[N:33]1)(=O)C1C=CC=CC=1.[Cl-].[NH4+]>O1CCCC1>[CH2:43]([O:42][C:34]1[C:35]([CH:40]([C:10]2[CH:11]=[CH:12][CH:13]=[CH:14][C:9]=2[O:8][CH2:1][C:2]2[CH:7]=[CH:6][CH:5]=[CH:4][CH:3]=2)[OH:41])=[C:36]([CH:37]([CH3:38])[CH3:39])[N:32]([CH2:31][CH2:30][OH:29])[N:33]=1)[C:44]1[CH:45]=[CH:46][CH:47]=[CH:48][CH:49]=1 |f:3.4|. Reported procedure: To a solution of 2-benzyloxybromobenzene (1.66 g) in tetrahydrofuran (50 mL) was added tert-butyllithium (1.6 mol/L pentane solution, 4.33 mL) at −78° C. under an argon atmosphere, and the mixture was stirred for 5 minutes. To the reaction mixture was added a solution of 1-(2-benzoyloxyethyl)-3-benzyloxy-4-formyl-5-isopropyl-1H-pyrazole (620 mg) in tetrahydrofuran (5 mL), and the mixture was stirred at 0° C. for 30 minutes. To the reaction mixture was added a saturated aqueous ammonium chloride ... The product is COC(=O)[C@H]1CC2=C(NC3=CC=CC=C23)[C@H](N1)C1=CC2=C(C=C1)OCO2 ((1R, 3R)-Methyl-1,2,3,4-tetrahydro-1(3,4-methylenedioxyphenyl)-9H-pyrido[3,4-b]indole-3-carboxylate). RXN SMILES: Cl.[CH3:2][O:3][C:4](=[O:17])[C@@H:5]([CH2:7][C:8]1[C:16]2[C:11](=[CH:12][CH:13]=[CH:14][CH:15]=2)[NH:10][CH:9]=1)[NH2:6].[CH:18]1[C:23]([CH:24]=O)=[CH:22][C:21]2[O:26][CH2:27][O:28][C:20]=2[CH:19]=1.S([O-])([O-])(=O)=O.[Mg+2].C(=O)(O)[O-].[Na+]>CN(C)C(=O)C.O>[CH3:2][O:3][C:4]([C@@H:5]1[NH:6][C@H:24]([C:23]2[CH:18]=[CH:19][C:20]3[O:28][CH2:27][O:26][C:21]=3[CH:22]=2)[C:9]2[NH:10][C:11]3[C:16]([C:8]=2[CH2:7]1)=[CH:15][CH:14]=[CH:13][CH:12]=3)=[O:17] |f:0.1,3.4,5.6|. Reported procedure: To a solution of D-Tryptophan methyl ester hydrochloride (100 g) in N,N-Dimethyl acetamide (500 ml), added Piperonal (65 g) and magnesium sulfate (47.32 g) and heated the reaction mass to 65–70° C. for 30–35 hours for completion of reaction. Reaction mass is then diluted with water, basified with sodium bicarbonate solution and extracted twice with dichloromethane (2×750 ml). The organic layer is then treated with aqueous hydrochloric acid (1000 ml). Dichloromethane is evaporated and the reactio... Isolated yield 64.0%. Solvent: CN(C(C)=O)C (N,N-Dimethyl acetamide), O (water). Reactants: Cl.COC([C@H](N)CC1=CNC2=CC=CC=C12)=O (D-Tryptophan methyl ester hydrochloride), C1=CC2=C(C=C1C=O)OCO2 (Piperonal), S(=O)(=O)([O-])[O-].[Mg+2] (magnesium sulfate), C([O-])(O)=O.[Na+] (sodium bicarbonate). The reactants are ClC1=CC(=C(C=C1O)N1C(N(C(=NC1=O)N(C)C)C)=O)F (3-[4-chloro-2-fluoro-5-(hydroxy)phenyl]-6-(dimethylamino)-1-methyl-1,3,5-triazine-2,4(1H,3H)-dione), C([O-])([O-])=O.[K+].[K+] (potassium carbonate), solution, C(C#C)Br (propargyl bromide). RXN SMILES: [Cl:1][C:2]1[C:7]([OH:8])=[CH:6][C:5]([N:9]2[C:14](=[O:15])[N:13]=[C:12]([N:16]([CH3:18])[CH3:17])[N:11]([CH3:19])[C:10]2=[O:20])=[C:4]([F:21])[CH:3]=1.C(=O)([O-])[O-].[K+].[K+].[CH2:28](Br)[C:29]#[CH:30]>CC(C)=O.C1(C)C=CC=CC=1>[Cl:1][C:2]1[C:7]([O:8][CH2:30][C:29]#[CH:28])=[CH:6][C:5]([N:9]2[C:14](=[O:15])[N:13]=[C:12]([N:16]([CH3:17])[CH3:18])[N:11]([CH3:19])[C:10]2=[O:20])=[C:4]([F:21])[CH:3]=1 |f:1.2.3|. The product is ClC1=CC(=C(C=C1OCC#C)N1C(N(C(=NC1=O)N(C)C)C)=O)F (3-[4-chloro-2-fluoro-5-[(2-propynyl)-oxy]phenyl]-6-(dimethylamino)-1-methyl-1,3,5-triazine-2,4(1H,3H)-dione). The solvent is CC(=O)C (acetone), C1(=CC=CC=C1)C (toluene). Procedure: To a solution of 2.80 g (8.90 mmol) of 3-[4-chloro-2-fluoro-5-(hydroxy)phenyl]-6-(dimethylamino)-1-methyl-1,3,5-triazine-2,4(1H,3H)-dione in 50 mL of acetone was added 1.47 g (10.7 mmol) of potassium carbonate and 1.98 mL (17.8 mmol) of an 80% solution of propargyl bromide in toluene. It was then warmed to reflux for 2 h. It was cooled to room temperature and the mixture was filtered and washed with excess ethyl acetate. The crude product was flash chromatographed over silica gel, eluting with a... Starting materials: B (borane), ice, C1=CC=CC=2SC3=CC=CC=C3C(C12)=O (Thioxanthen-9-one), 28. The solvent is C1CCOC1 (THF), C1CCOC1 (THF). Product: C1=CC=CC=2SC3=CC=CC=C3CC12 (Thioxanthene). As a reaction SMILES: [CH:1]1[C:14]2[C:13](=O)[C:12]3[C:7](=[CH:8][CH:9]=[CH:10][CH:11]=3)[S:6][C:5]=2[CH:4]=[CH:3][CH:2]=1.B>C1COCC1>[CH:1]1[C:14]2[CH2:13][C:12]3[C:7](=[CH:8][CH:9]=[CH:10][CH:11]=3)[S:6][C:5]=2[CH:4]=[CH:3][CH:2]=1. Reported procedure: Thioxanthen-9-one, 28 (14.0 g, 66.0 mmol) was dissolved in THF (186 mL). While under argon, the solution was treated dropwise with 1.0M borane in THF (50 mL, 50.0 mmol) and refluxed (3 hrs). The reaction mixture was cooled, poured into ice (300 g) and extracted with ethyl acetate (3×350 mL). The extracts were combined, washed with brine (1×), dried over Na2SO4, filtered and concentrated to dryness in vacuo. Treatment of the resulting oil with methanol gave the title compound as a white solid. Reactants: CCOC(C)=O, O=C(Cl)OCC(Cl)(Cl)Cl, CCOC(=O)c1cccc(N)c1, C1CCOC1, O, c1ccncc1. The product is CCOC(=O)c1cccc(NC(=O)OCC(Cl)(Cl)Cl)c1. Reaction SMILES: [CH3:28][CH2:29][O:30][C:31](=[O:32])[CH3:33].[Cl:19][C:20](=[O:21])[O:22][CH2:23][C:24]([Cl:25])([Cl:26])[Cl:27].[NH2:1][c:2]1[cH:3][c:4]([C:5](=[O:6])[O:7][CH2:8][CH3:9])[cH:10][cH:11][cH:12]1.[O:34]1[CH2:35][CH2:36][CH2:37][CH2:38]1.[OH2:39].[cH:13]1[cH:14][cH:15][n:16][cH:17][cH:18]1>>[NH:1]([c:2]1[cH:3][c:4]([C:5](=[O:6])[O:7][CH2:8][CH3:9])[cH:10][cH:11][cH:12]1)[C:20](=[O:21])[O:22][CH2:23][C:24]([Cl:25])([Cl:26])[Cl:27].